From a dataset of the Open Reaction Database (ORD), a public repository of structured organic reaction records. describe an organic reaction: reactants, conditions, products, and yield Reactants: C(CCC)[Li] (butyllithium), BrCC1=CC2=CC=CC=C2C=C1 (2-bromomethylnaphthalene), C(C)(C)NC(C)C (diisopropylamine), O1C(CC2C1CCCC2)=O (hexahydro-benzofuran-2-one). Solvent: O (Water), C1CCOC1 (THF), C1CCOC1 (THF), C1CCOC1 (THF). Reaction conditions: temperature -78 celsius. The product is C1=C(C=CC2=CC=CC=C12)CC1C(OC2C1CCCC2)=O (3-(2-Naphthylmethyl)-hexahydro-benzofuran-2-one). RXN SMILES: C(NC(C)C)(C)C.C([Li])CCC.[O:13]1[CH:17]2[CH2:18][CH2:19][CH2:20][CH2:21][CH:16]2[CH2:15][C:14]1=[O:22].Br[CH2:24][C:25]1[CH:34]=[CH:33][C:32]2[C:27](=[CH:28][CH:29]=[CH:30][CH:31]=2)[CH:26]=1>C1COCC1.O>[CH:26]1[C:27]2[C:32](=[CH:31][CH:30]=[CH:29][CH:28]=2)[CH:33]=[CH:34][C:25]=1[CH2:24][CH:15]1[CH:16]2[CH2:21][CH2:20][CH2:19][CH2:18][CH:17]2[O:13][C:14]1=[O:22]. Reported procedure: Under argon, a solution of diisopropylamine (3.36 ml, 24 mmol) in 20 ml of dry THF was cooled to 0° C. and admixed with butyllithium (9.6 ml, 24 mmol, 2.5 M in hexane). The solution was stirred with ice-cooling for 15 min, cooled to −78° C. and admixed with a solution of hexahydro-benzofuran-2-one (2.8 g, 20 mmol) in 10 ml of THF. This mixture was stirred at −78° C. for 1 h, and a solution of 2-bromomethylnaphthalene (5.31 g, 24 mmol) in 20 ml of THF was then added. The mixture was stirred at −7...